Dataset: the Open Reaction Database (ORD), a public repository of structured organic reaction records. Task: describe an organic reaction: reactants, conditions, products, and yield Reactants: [Cl-].[NH4+] (ammonium chloride), C(C)OC(CN1N=CC=2[C@@H](CCCC12)NS(=O)(=O)C1=CC(=CC(=C1)C(F)(F)F)Br)=O ([(R)-4-(3-bromo-5-trifluoromethyl-benzenesulfonylamino)-4,5,6,7-tetrahydro-indazol-1-yl]-acetic acid ethyl ester), CC(C)([O-])C.[K+] (potassium tert-butoxide), C(=C)(C)B1OC(C)(C)C(C)(C)O1 (isopropenyl boronic acid pinacol ester). Reagents/catalysts: C=1C=CC(=CC1)[P](C=2C=CC=CC2)(C=3C=CC=CC3)[Pd]([P](C=4C=CC=CC4)(C=5C=CC=CC5)C=6C=CC=CC6)([P](C=7C=CC=CC7)(C=8C=CC=CC8)C=9C=CC=CC9)[P](C=1C=CC=CC1)(C=1C=CC=CC1)C=1C=CC=CC1 (tetrakis(triphenylphosphine)palladium(0)). The solvent is CN(C=O)C (N,N-dimethylformamide). Run at temperature 130 celsius. Product: C(C)OC(CN1N=CC=2[C@@H](CCCC12)NS(=O)(=O)C1=CC(=CC(=C1)C(F)(F)F)C(=C)C)=O ([(R)-4-(3-isopropenyl-5-trifluoromethyl-benzene-sulfonylamino)-4,5,6,7-tetrahydro-indazol-1-yl]-acetic acid ethyl ester). The yield is 36.8%. Reaction SMILES: [CH2:1]([O:3][C:4](=[O:30])[CH2:5][N:6]1[C:14]2[CH2:13][CH2:12][CH2:11][C@@H:10]([NH:15][S:16]([C:19]3[CH:24]=[C:23]([C:25]([F:28])([F:27])[F:26])[CH:22]=[C:21](Br)[CH:20]=3)(=[O:18])=[O:17])[C:9]=2[CH:8]=[N:7]1)[CH3:2].[CH3:31][C:32](C)([O-])[CH3:33].[K+].C(B1OC(C)(C)C(C)(C)O1)(C)=C.[Cl-].[NH4+]>CN(C)C=O.C1C=CC([P]([Pd]([P](C2C=CC=CC=2)(C2C=CC=CC=2)C2C=CC=CC=2)([P](C2C=CC=CC=2)(C2C=CC=CC=2)C2C=CC=CC=2)[P](C2C=CC=CC=2)(C2C=CC=CC=2)C2C=CC=CC=2)(C2C=CC=CC=2)C2C=CC=CC=2)=CC=1>[CH2:1]([O:3][C:4](=[O:30])[CH2:5][N:6]1[C:14]2[CH2:13][CH2:12][CH2:11][C@@H:10]([NH:15][S:16]([C:19]3[CH:24]=[C:23]([C:25]([F:28])([F:27])[F:26])[CH:22]=[C:21]([C:32]([CH3:33])=[CH2:31])[CH:20]=3)(=[O:18])=[O:17])[C:9]=2[CH:8]=[N:7]1)[CH3:2] |f:1.2,4.5,^1:59,61,80,99|. Procedure: To a solution of [(R)-4-(3-bromo-5-trifluoromethyl-benzenesulfonylamino)-4,5,6,7-tetrahydro-indazol-1-yl]-acetic acid ethyl ester (Example 1-1, 100 mg, 0.196 mmol) in N,N-dimethylformamide (2 mL) in a microwave vial (5 mL), tetrakis(triphenylphosphine)palladium(0) (22 mg, 0.19 mmol), potassium tert-butoxide (45 mg, 0.4 mmol) and isopropenyl boronic acid pinacol ester (55 μl, 0.294 mmol) were added. After being heated in a microwave oven (130° C., 15 min.), the mixture was poured into aq. ammoniu... The reactants are ClCCl, CCN(C(C)C)C(C)C, O=C(Cl)c1ccccc1-c1ccc(C(F)(F)F)cc1, Nc1ccc(C(=O)N2Cc3cccn3Cc3ccccc32)cc1. Yields the product O=C(Nc1ccc(C(=O)N2Cc3cccn3Cc3ccccc32)cc1)c1ccccc1-c1ccc(C(F)(F)F)cc1. Reaction SMILES: [CH2:52]([Cl:53])[Cl:54].[CH:43]([N:44]([CH2:45][CH3:46])[CH:47]([CH3:48])[CH3:49])([CH3:50])[CH3:51].[F:1][C:2]([c:3]1[cH:4][cH:5][c:6](-[c:9]2[c:10]([C:15](=[O:16])[Cl:17])[cH:11][cH:12][cH:13][cH:14]2)[cH:7][cH:8]1)([F:18])[F:19].[NH2:20][c:21]1[cH:22][cH:23][c:24]([C:25](=[O:26])[N:27]2[CH2:28][c:29]3[n:30]([cH:38][cH:39][cH:40]3)[CH2:31][c:32]3[c:33]2[cH:34][cH:35][cH:36][cH:37]3)[cH:41][cH:42]1>>[F:1][C:2]([c:3]1[cH:4][cH:5][c:6](-[c:9]2[c:10]([C:15](=[O:16])[NH:20][c:21]3[cH:22][cH:23][c:24]([C:25](=[O:26])[N:27]4[CH2:28][c:29]5[n:30]([cH:38][cH:39][cH:40]5)[CH2:31][c:32]5[c:33]4[cH:34][cH:35][cH:36][cH:37]5)[cH:41][cH:42]3)[cH:11][cH:12][cH:13][cH:14]2)[cH:7][cH:8]1)([F:18])[F:19]. Reactants: O (water), COC=1C=C(C=C(C1OC)[N+](=O)[O-])C(C=CN(C)C)=O (1-(3,4-dimethoxy-5-nitro-phenyl)-3-dimethylamino-propen-1-one), FC(C1=C(C(N)=N)C=CC=N1)(F)F (2-(trifluoromethyl)nicotinimidamide), CC(C)([O-])C.[K+] (potassium tert-butoxide). Run in C(C)O (ethanol). Conditions: temperature 80 celsius. Product: COC=1C=C(C=C(C1OC)[N+](=O)[O-])C1=NC(=NC=C1)C=1C(=NC=CC1)C(F)(F)F (4-(3,4-dimethoxy-5-nitrophenyl)-2-(2-(trifluoromethyl)pyridin-3-yl)pyrimidine). As a reaction SMILES: [CH3:1][O:2][C:3]1[CH:4]=[C:5]([C:14](=O)[CH:15]=[CH:16]N(C)C)[CH:6]=[C:7]([N+:11]([O-:13])=[O:12])[C:8]=1[O:9][CH3:10].[F:21][C:22]([F:33])([F:32])[C:23]1[N:31]=[CH:30][CH:29]=[CH:28][C:24]=1[C:25](=[NH:27])[NH2:26].CC(C)([O-])C.[K+].O>C(O)C>[CH3:1][O:2][C:3]1[CH:4]=[C:5]([C:14]2[CH:15]=[CH:16][N:26]=[C:25]([C:24]3[C:23]([C:22]([F:32])([F:21])[F:33])=[N:31][CH:30]=[CH:29][CH:28]=3)[N:27]=2)[CH:6]=[C:7]([N+:11]([O-:13])=[O:12])[C:8]=1[O:9][CH3:10] |f:2.3|. Procedure details: A stirred suspension of 1-(3,4-dimethoxy-5-nitro-phenyl)-3-dimethylamino-propen-1-one (0.28 g, 1.0 mmol), 2-(trifluoromethyl)nicotinimidamide (0.283 g, 1.5 mmol) and potassium tert-butoxide (0.17 g, 1.5 mmol) in absolute ethanol (5 mL) was heated to 80° C. in a sealed tube for one hour and then allowed to cool to room temperature. The mixture was poured onto cold water (100 mL) and the resulting precipitate was filtered off, washed with water and dried to give 4-(3,4-dimethoxy-5-nitrophenyl)-2-(... Starting materials: CC(C)(C)c1cc2c(c(C(C)(C)C)c1)OC(=O)C2c1ccc(O)cc1, Cl, [Na+], [OH-], OCCCl. Yields the product CC(C)(C)c1cc2c(c(C(C)(C)C)c1)OC(=O)C2c1ccc(OCCO)cc1. RXN SMILES: [C:5]([CH3:6])([CH3:7])([CH3:8])[c:9]1[cH:10][c:11]([C:26]([CH3:27])([CH3:28])[CH3:29])[c:12]2[c:13]([cH:25]1)[CH:14]([c:18]1[cH:19][cH:20][c:21]([OH:24])[cH:22][cH:23]1)[C:15](=[O:17])[O:16]2.[ClH:30].[Na+:32].[OH-:31].[OH:1][CH2:2][CH2:3][Cl:4]>>[OH:1][CH2:2][CH2:3][O:24][c:21]1[cH:20][cH:19][c:18]([CH:14]2[c:13]3[c:12]([c:11]([C:26]([CH3:27])([CH3:28])[CH3:29])[cH:10][c:9]([C:5]([CH3:6])([CH3:7])[CH3:8])[cH:25]3)[O:16][C:15]2=[O:17])[cH:23][cH:22]1. Product: CN(C)c1ccc2c(c1)COC2=C1C(=O)N(CN2CCCCC2)c2ccc(Cl)cc21. Starting materials: C1CCNCC1, CCO, CN(C)c1ccc2c(c1)COC2=C1C(=O)Nc2ccc(Cl)cc21. As a reaction SMILES: [CH2:24]1[CH2:25][CH2:26][NH:27][CH2:28][CH2:29]1.[CH3:30][CH2:31][OH:32].[Cl:1][c:2]1[cH:3][c:4]2[c:8]([cH:9][cH:10]1)[NH:7][C:6](=[O:11])[C:5]2=[C:12]1[O:13][CH2:14][c:15]2[cH:16][c:17]([N:21]([CH3:22])[CH3:23])[cH:18][cH:19][c:20]21>>[Cl:1][c:2]1[cH:3][c:4]2[c:8]([cH:9][cH:10]1)[N:7]([CH2:30][N:27]1[CH2:26][CH2:25][CH2:24][CH2:29][CH2:28]1)[C:6](=[O:11])[C:5]2=[C:12]1[O:13][CH2:14][c:15]2[cH:16][c:17]([N:21]([CH3:22])[CH3:23])[cH:18][cH:19][c:20]21.